From a dataset of the Open Reaction Database (ORD), a public repository of structured organic reaction records. describe an organic reaction: reactants, conditions, products, and yield Starting materials: CCOC(=O)C (EtOAc), CC1=NC2=CC=CN=C2C=C1 (2-methyl-1,5-naphthyridine), C1CC(=O)N(C1=O)Cl (NCS), C(C1=CC=CC=C1)(=O)OOC(C1=CC=CC=C1)=O (benzoyl peroxide), C(Cl)(Cl)(Cl)Cl (CCl4). Product: ClC(C1=NC2=CC=CN=C2C=C1)Cl (2-(dichloromethyl)-1,5-naphthyridine). Reaction SMILES: C[C:2]1[CH:11]=[CH:10][C:9]2[C:4](=[CH:5][CH:6]=[CH:7][N:8]=2)[N:3]=1.C1C(=O)N(Cl)C(=O)C1.C(OOC(=O)C1C=CC=CC=1)(=O)C1C=CC=CC=1.CCOC(C)=O.[C:44]([Cl:48])(Cl)(Cl)[Cl:45]>>[Cl:45][CH:44]([Cl:48])[C:2]1[CH:11]=[CH:10][C:9]2[C:4](=[CH:5][CH:6]=[CH:7][N:8]=2)[N:3]=1. Procedure: A mixture of 2-methyl-1,5-naphthyridine (CAS#7675-32-3, Synchem-OHG #CDP146FP1, 998 mg, 6.92 mmol), NCS (1109 mg, 8.31 mmol), and benzoyl peroxide (84 mg, 0.347 mmol) in CCl4 (34 mL) was stirred at reflux for 17 h. The reaction mixture was checked by TLC (100% EtOAc). Volatiles were removed under reduced pressure and the residue was partitioned between EtOAc and saturated aqueous sodium bicarbonate. The organic layer was washed with brine, dried (MgSO4), and filtered. The filtrate was concentrat... The reactants are C(C)(C)C=1C=C(C=CC1)C(CC=O)C (3-(3-isopropylphenyl)butanal), [Br-].[Si](C)(C)(C(C)(C)C)OC1=C(C=C(C=C1)C[P+](C1=CC=CC=C1)(C1=CC=CC=C1)C1=CC=CC=C1)OCC ((4-(tert-Butyldimethylsilyloxy)-3-ethoxyphenyl)methyltriphenylphosphonium bromide), [Li]CCCC (n-BuLi), [N+](CCCC)(CCCC)(CCCC)CCCC.[F-] (n-Bu4NF). Solvent: O (H2O), O (H2O), C1CCOC1 (THF), C1CCOC1 (THF), C1CCOC1 (THF). Run at temperature 65 celsius, time 1 hour. Yields the product C(C)OC1=C(C=CC(=C1)C=CCC(C)C1=CC(=CC=C1)C(C)C)O (2-Ethoxy-4-(4-(3-isopropylphenyl)pent-1-enyl)phenol). RXN SMILES: [Br-].[Si]([O:9][C:10]1[CH:15]=[CH:14][C:13]([CH2:16][P+](C2C=CC=CC=2)(C2C=CC=CC=2)C2C=CC=CC=2)=[CH:12][C:11]=1[O:36][CH2:37][CH3:38])(C(C)(C)C)(C)C.[Li]CCCC.[CH:44]([C:47]1[CH:48]=[C:49]([CH:53]([CH3:57])[CH2:54][CH:55]=O)[CH:50]=[CH:51][CH:52]=1)([CH3:46])[CH3:45].[N+](CCCC)(CCCC)(CCCC)CCCC.[F-]>C1COCC1.O>[CH2:37]([O:36][C:11]1[CH:12]=[C:13]([CH:16]=[CH:55][CH2:54][CH:53]([C:49]2[CH:50]=[CH:51][CH:52]=[C:47]([CH:44]([CH3:45])[CH3:46])[CH:48]=2)[CH3:57])[CH:14]=[CH:15][C:10]=1[OH:9])[CH3:38] |f:0.1,4.5|. Procedure details: (4-(tert-Butyldimethylsilyloxy)-3-ethoxyphenyl)methyltriphenylphosphonium bromide (1.15 g, 1.89 mmol, 1.0 equiv.) in THF (8 mL), was cooled to 0° C. After adding n-BuLi (1.6 M in hexanes, 1.2 mL, 1.89 mmol, 1.0 equiv.) at 0° C., the red solution was stirred at 65° C. for 1 h. The mixture was re-cooled to 0° C., 3-(3-isopropylphenyl)butanal (541 mg, 2.84 mmol, 1.5 equiv.) in THF (3 mL) was added, and the mixture was stirred at 65° C. for 18 h. After addition of H2O, the aqueous layer was extracte...